Dataset: the Open Reaction Database (ORD), a public repository of structured organic reaction records. Task: describe an organic reaction: reactants, conditions, products, and yield Reactants: C(C)OC(CCCOC1=C(C(=CC=C1)CCCCCCOC1=CC(=CC(=C1)C(C(C)C)=O)C1=CC2=C(OCO2)C=C1)CCC(=O)OCC)=O (4-[3-[6-(3-benzo[1,3]dioxol-5-yl-5-isobutyryl-phenoxy)-hexyl]-2-(2-ethoxycarbonyl-ethyl)-phenoxy]-butyric acid ethyl ester), [OH-].[Na+] (NaOH), Cl (HCl). As a reaction SMILES: C([O:3][C:4](=[O:49])[CH2:5][CH2:6][CH2:7][O:8][C:9]1[CH:14]=[CH:13][CH:12]=[C:11]([CH2:15][CH2:16][CH2:17][CH2:18][CH2:19][CH2:20][O:21][C:22]2[CH:27]=[C:26]([C:28](=[O:32])[CH:29]([CH3:31])[CH3:30])[CH:25]=[C:24]([C:33]3[CH:41]=[CH:40][C:36]4[O:37][CH2:38][O:39][C:35]=4[CH:34]=3)[CH:23]=2)[C:10]=1[CH2:42][CH2:43][C:44]([O:46]CC)=[O:45])C.[OH-].[Na+].Cl>C(O)C.O>[O:37]1[C:36]2[CH:40]=[CH:41][C:33]([C:24]3[CH:23]=[C:22]([CH:27]=[C:26]([C:28](=[O:32])[CH:29]([CH3:30])[CH3:31])[CH:25]=3)[O:21][CH2:20][CH2:19][CH2:18][CH2:17][CH2:16][CH2:15][C:11]3[C:10]([CH2:42][CH2:43][C:44]([OH:46])=[O:45])=[C:9]([CH:14]=[CH:13][CH:12]=3)[O:8][CH2:7][CH2:6][CH2:5][C:4]([OH:49])=[O:3])=[CH:34][C:35]=2[O:39][CH2:38]1 |f:1.2|. Yield: 28.6%. Reported procedure: To a solution of 4-[3-[6-(3-benzo[1,3]dioxol-5-yl-5-isobutyryl-phenoxy)-hexyl]-2-(2-ethoxycarbonyl-ethyl)-phenoxy]-butyric acid ethyl ester (191 mg) in ethanol (2 mL) was added 10 M NaOH (566 μL) and the resulting mixture was stirred at room temperature for 5 h. Then the reaction mixture was diluted with water, acidified with 3 N HCl and extracted into ethyl acetate. The organic extract was washed with brine, dried over anhydrous sodium sulfate, concentrated under reduced pressure and purified o... Reaction conditions: time 5 hour. The product is O1COC2=C1C=CC(=C2)C=2C=C(OCCCCCCC=1C(=C(OCCCC(=O)O)C=CC1)CCC(=O)O)C=C(C2)C(C(C)C)=O (4-[3-[6-(3-Benzo[1,3]dioxol-5-yl-5-isobutyryl-phenoxy)-hexyl]-2-(2-carboxy-ethyl)-phenoxy]-butyric acid). Run in O (water), C(C)O (ethanol). Starting materials: CC1(C)CCC(C)(C)c2cc(C=CC(=O)Cl)ccc21, COC(=O)c1ccc(N)cc1. Yields the product COC(=O)c1ccc(NC(=O)C=Cc2ccc3c(c2)C(C)(C)CCC3(C)C)cc1. As a reaction SMILES: [CH3:12][C:13]1([CH3:30])[c:14]2[cH:15][cH:16][c:17]([CH:25]=[CH:26][C:27](=[O:28])[Cl:29])[cH:18][c:19]2[C:20]([CH3:23])([CH3:24])[CH2:21][CH2:22]1.[NH2:1][c:2]1[cH:3][cH:4][c:5]([C:6](=[O:7])[O:8][CH3:9])[cH:10][cH:11]1>>[NH:1]([c:2]1[cH:3][cH:4][c:5]([C:6](=[O:7])[O:8][CH3:9])[cH:10][cH:11]1)[C:27]([CH:26]=[CH:25][c:17]1[cH:16][cH:15][c:14]2[c:19]([cH:18]1)[C:20]([CH3:23])([CH3:24])[CH2:21][CH2:22][C:13]2([CH3:12])[CH3:30])=[O:28]. The reactants are CC(=O)OC(C)=O, C=CCN(CC=C)c1nc(N)n2oc(=O)nc2n1, c1ccncc1. Yields the product C=CCN(CC=C)c1nc(NC(C)=O)n2oc(=O)nc2n1. As a reaction SMILES: [C:19]([CH3:20])(=[O:21])[O:22][C:23](=[O:24])[CH3:25].[NH2:1][c:2]1[n:3][c:4]([N:12]([CH2:13][CH:14]=[CH2:15])[CH2:16][CH:17]=[CH2:18])[n:5][c:6]2[n:7]1[o:8][c:9](=[O:11])[n:10]2.[cH:26]1[cH:27][cH:28][n:29][cH:30][cH:31]1>>[NH:1]([c:2]1[n:3][c:4]([N:12]([CH2:13][CH:14]=[CH2:15])[CH2:16][CH:17]=[CH2:18])[n:5][c:6]2[n:7]1[o:8][c:9](=[O:11])[n:10]2)[C:19]([CH3:20])=[O:21]. The reactants are C(=O)O (formic acid), C(C)(=O)OC(C)=O (acetic anhydride), O.NCCNC1=NS(C2=C(N1)C=CC(=C2)Cl)(=O)=O (3-(2-aminoethyl)amino-7-chloro-4H-1,2,4-benzothiadiazine 1,1-dioxide monohydrate). Solvent: O (water). Reaction conditions: temperature 50 celsius, time 2 hour. The product is ClC1=CC2=C(NC(=NS2(=O)=O)NCCNC=O)C=C1 (7-Chloro-3-(2-formylaminoethyl)amino-4H-1,2,4-benzothiadiazine 1,1-dioxide). Reaction SMILES: [CH:1]([OH:3])=O.C(OC(=O)C)(=O)C.O.[NH2:12][CH2:13][CH2:14][NH:15][C:16]1[NH:21][C:20]2[CH:22]=[CH:23][C:24]([Cl:26])=[CH:25][C:19]=2[S:18](=[O:28])(=[O:27])[N:17]=1>O>[Cl:26][C:24]1[CH:23]=[CH:22][C:20]2[NH:21][C:16]([NH:15][CH2:14][CH2:13][NH:12][CH:1]=[O:3])=[N:17][S:18](=[O:28])(=[O:27])[C:19]=2[CH:25]=1 |f:2.3|. Procedure details: A mixture of formic acid (1 mL) and acetic anhydride (2 mL) was heated at 50° C. for 20 min. After cooling at room temperature, 3-(2-aminoethyl)amino-7-chloro-4H-1,2,4-benzothiadiazine 1,1-dioxide monohydrate (0.5 g) was added, and the reaction mixture was stirred for 2 h, then supplemented with water (20 mL) and stirred for 20 min. The precipitate was collected by filtration, washed with water and dried (yield: 0.3 g); m.p. 245-247° C. The reactants are COc1cc(N)cc(OC)c1OC, Cl, Cl, Cl[Cu], O=N[O-], N#N, [Na+], O, O. The product is COc1cc(Cl)cc(OC)c1OC. Reaction SMILES: [CH3:1][O:2][c:3]1[cH:4][c:5]([NH2:6])[cH:7][c:8]([O:12][CH3:13])[c:9]1[O:10][CH3:11].[ClH:20].[ClH:23].[Cu:24][Cl:25].[N:14]([O-:15])=[O:16].[N:18]#[N:19].[Na+:17].[OH2:21].[OH2:22]>>[CH3:1][O:2][c:3]1[cH:4][c:5]([Cl:20])[cH:7][c:8]([O:12][CH3:13])[c:9]1[O:10][CH3:11]. Reaction SMILES: [CH:1]([NH2:4])([CH3:3])[CH3:2].[CH3:5][O:6][C:7]([C:9]1[CH:10]=[C:11]([CH3:32])[C:12]2[O:18][C:17]3[C:19]([Cl:28])=[CH:20][C:21]([NH:23][C:24](=[O:27])[CH2:25]Cl)=[CH:22][C:16]=3[CH2:15][S:14](=[O:30])(=[O:29])[C:13]=2[CH:31]=1)=[O:8]>CN(C=O)C>[CH3:5][O:6][C:7]([C:9]1[CH:10]=[C:11]([CH3:32])[C:12]2[O:18][C:17]3[C:19]([Cl:28])=[CH:20][C:21]([NH:23][C:24](=[O:27])[CH2:25][NH:4][CH:1]([CH3:3])[CH3:2])=[CH:22][C:16]=3[CH2:15][S:14](=[O:30])(=[O:29])[C:13]=2[CH:31]=1)=[O:8]. Solvent: CN(C)C=O (DMF). Starting materials: C(C)(C)N (Isopropyl amine), COC(=O)C=1C=C(C2=C(S(CC3=C(O2)C(=CC(=C3)NC(CCl)=O)Cl)(=O)=O)C1)C (4-Chloro-2-(2-chloro-acetylamino)-6-methyl-10,10-dioxo-10,11-dihydro-5-oxa-10lambda*6*-thia-dibenzo[a,d]cycloheptene-8-carboxylic acid methyl ester). Run at temperature 80 celsius, time 2 hour. Procedure: Isopropyl amine (0.77 ml, 9 mmol) was added to a solution of Example 133 (0.4 g, 0.9 mmol) in DMF (10 mL). The reaction mixture was stirred at 80° C. for 2 h, concentrated, treated with water and the solid that precipitated was filtered, washed with water and purified using flash chromatography (silica gel, 2% methanol/chloroform) to obtain the title compound. Yield: 0.172 g, (40%); 1H NMR (CDCl3): δ 1.22 (d, 6H, 2CH3), 2.7 (s, 3H, CH3), 2.87 (septet, 1H, CH), 3.38 (s, 2H, CH2), 3.92 (s, 3H, OCH... Yields the product COC(=O)C=1C=C(C2=C(S(CC3=C(O2)C(=CC(=C3)NC(CNC(C)C)=O)Cl)(=O)=O)C1)C (4-Chloro-2-(2-isopropylamino-acetylamino)-6-methyl-10,10-dioxo-10,11-dihydro-5-oxa-10lambda*6*-thia-dibenzo[a,d]cycloheptene-8-carboxylic acid methyl ester). Starting materials: CO, Cl, [K+], [K+], O=C([O-])[O-], O, CCOC(=O)C(=O)c1c[nH]c2c(-n3cnc(C(C)O)n3)ncc(OC)c12. Product: COc1cnc(-n2cnc(C(C)O)n2)c2[nH]cc(C(=O)C(=O)O)c12. RXN SMILES: [CH3:34][OH:35].[ClH:33].[K+:27].[K+:28].[O-:29][C:30]([O-:31])=[O:32].[OH2:36].[OH:1][CH:2]([CH3:3])[c:4]1[n:5][n:6](-[c:9]2[n:10][cH:11][c:12]([O:25][CH3:26])[c:13]3[c:14]2[nH:15][cH:16][c:17]3[C:18]([C:19](=[O:20])[O:21][CH2:22][CH3:23])=[O:24])[cH:7][n:8]1>>[OH:1][CH:2]([CH3:3])[c:4]1[n:5][n:6](-[c:9]2[n:10][cH:11][c:12]([O:25][CH3:26])[c:13]3[c:14]2[nH:15][cH:16][c:17]3[C:18]([C:19](=[O:20])[OH:21])=[O:24])[cH:7][n:8]1.